This data is from the Open Reaction Database (ORD), a public repository of structured organic reaction records. The task is: describe an organic reaction: reactants, conditions, products, and yield Reactants: CC(C)O (2-Propanol), [Si](Cl)(Cl)(Cl)Cl (SiCl4), Cl (HCl). Yields the product C(C)(C)O[Si](Cl)(Cl)OC(C)C (Diisopropoxydichlorosilane). As a reaction SMILES: [CH3:1][CH:2]([OH:4])[CH3:3].[Si:5]([Cl:9])(Cl)(Cl)[Cl:6].Cl>>[CH:2]([O:4][Si:5]([O:4][CH:2]([CH3:3])[CH3:1])([Cl:9])[Cl:6])([CH3:3])[CH3:1]. Procedure details: This material is prepared after the manner of Chappelow et al. (J. Org. Chem. 1960, 25, 435-459.) 2-Propanol (887 g, 14.8 mol) was added slowly over a period of three hours under an atmosphere of Ar to SiCl4 (1475 g, 8.7 mol) at 0° C. The vented HCl gas from the reaction was neutralized by bubbling through a 25% (w/v) solution of KOH in water. The solution was allowed to react for 3 h whereupon, Ar was bubbled through the solution for 30 min. The solution was then distilled through a 30 cm Hempl... Starting materials: NC1=C(C=C(C=C1C=1C(NC=CC1)=O)C(C)(C)C)CCC1=CC=C(C=C1)NS(=O)(=O)C (N-(4-{2-[2-amino-5-tert-butyl-3-(2-oxo-1,2-dihydro-pyridin-3-yl)-phenyl]-ethyl}-phenyl)-methanesulfonamide), N1=CC=CC=C1 (pyridine), C(C)(=O)OC(C)=O (acetic anhydride). Solvent: C(Cl)Cl (DCM), C(=O)(O)[O-].[Na+] (NaHCO3), C(Cl)Cl (DCM). Conditions: time 8 hour. Yields the product C(C)(C)(C)C1=CC(=C(C(=C1)C=1C(=NC=CC1)OC)NC(C)=O)CCC1=CC=C(C=C1)NS(=O)(=O)C (N-[4-tert-butyl-2-[2-(4-methanesulfonylamino-phenyl)-ethyl]-6-(2-methoxy-pyridin-3-yl)-phenyl]-acetamide). Isolated yield 46.0%. Reaction SMILES: [NH2:1][C:2]1[C:7]([C:8]2[C:9](=[O:14])[NH:10][CH:11]=[CH:12][CH:13]=2)=[CH:6][C:5]([C:15]([CH3:18])([CH3:17])[CH3:16])=[CH:4][C:3]=1[CH2:19][CH2:20][C:21]1[CH:26]=[CH:25][C:24]([NH:27][S:28]([CH3:31])(=[O:30])=[O:29])=[CH:23][CH:22]=1.N1C=CC=C[CH:33]=1.[C:38](OC(=O)C)(=[O:40])[CH3:39]>C(Cl)Cl.C([O-])(O)=O.[Na+]>[C:15]([C:5]1[CH:6]=[C:7]([C:8]2[C:9]([O:14][CH3:33])=[N:10][CH:11]=[CH:12][CH:13]=2)[C:2]([NH:1][C:38](=[O:40])[CH3:39])=[C:3]([CH2:19][CH2:20][C:21]2[CH:26]=[CH:25][C:24]([NH:27][S:28]([CH3:31])(=[O:30])=[O:29])=[CH:23][CH:22]=2)[CH:4]=1)([CH3:16])([CH3:17])[CH3:18] |f:4.5|. Procedure: step 6—To solution of 88 (0.087 g, 0.19 mmol) in DCM (5 mL) at 0° C. was added pyridine (23 □L) and followed by acetic anhydride (0.02 mL, 0.23 mmol). The reaction was allowed to warm to RT and stirred overnight then diluted with DCM and saturated aqueous NaHCO3. The aqueous layer was separated and extracted with DCM. The combined extract was washed with brine, dried (Na2SO4), filtered and concentrated. The crude product was purified on a preparative SiO2 TLC plate developed with 40% EtOAc/hexan... Starting materials: [Al+3], CCOC(C)=O, CCOC(=O)c1csc(C2CC2)n1, [H-], [H-], [H-], [H-], [Li+], O. RXN SMILES: [Al+3:2].[CH3:20][CH2:21][O:22][C:23](=[O:24])[CH3:25].[CH:7]1([c:10]2[s:11][cH:12][c:13]([C:15](=[O:16])[O:17][CH2:18][CH3:19])[n:14]2)[CH2:8][CH2:9]1.[H-:1].[H-:4].[H-:5].[H-:6].[Li+:3].[OH2:26]>>[CH:7]1([c:10]2[s:11][cH:12][c:13]([CH2:15][OH:16])[n:14]2)[CH2:8][CH2:9]1. The product is OCc1csc(C2CC2)n1.